From a dataset of the Open Reaction Database (ORD), a public repository of structured organic reaction records. describe an organic reaction: reactants, conditions, products, and yield The reactants are C1CCOC1, [Cl-], O=[N+]([O-])c1ccc(Oc2ncnn3ccc(Cl)c23)c(F)c1, [NH4+], [Zn]. Product: Nc1ccc(Oc2ncnn3ccc(Cl)c23)c(F)c1. RXN SMILES: [CH2:24]1[O:25][CH2:26][CH2:27][CH2:28]1.[Cl-:22].[Cl:1][c:2]1[cH:3][cH:4][n:5]2[n:6][cH:7][n:8][c:9]([O:11][c:12]3[c:13]([F:21])[cH:14][c:15]([N+:18]([O-:19])=[O:20])[cH:16][cH:17]3)[c:10]12.[NH4+:23].[Zn:29]>>[Cl:1][c:2]1[cH:3][cH:4][n:5]2[n:6][cH:7][n:8][c:9]([O:11][c:12]3[c:13]([F:21])[cH:14][c:15]([NH2:18])[cH:16][cH:17]3)[c:10]12.